From a dataset of the Open Reaction Database (ORD), a public repository of structured organic reaction records. describe an organic reaction: reactants, conditions, products, and yield Starting materials: CC#N, FC(F)(F)c1ccccc1CCl, [I-], [Na+], CCOP(OCC)OCC. Yields the product CCOP(=O)(Cc1ccccc1C(F)(F)F)OCC. Reaction SMILES: [CH3:25][C:26]#[N:27].[Cl:3][CH2:4][c:5]1[c:6]([C:11]([F:12])([F:13])[F:14])[cH:7][cH:8][cH:9][cH:10]1.[I-:2].[Na+:1].[P:15]([O:16][CH2:17][CH3:18])([O:19][CH2:20][CH3:21])[O:22][CH2:23][CH3:24]>>[CH2:4]([c:5]1[c:6]([C:11]([F:12])([F:13])[F:14])[cH:7][cH:8][cH:9][cH:10]1)[P:15]([O:16][CH2:17][CH3:18])([O:19][CH2:20][CH3:21])=[O:22]. Reactants: O=S(=O)(Cl)c1cncc(Br)c1, COCC12Cc3cnn(-c4ccc(F)cc4)c3C=C1CCN(C(=O)OC(C)(C)C)C2. The product is COCC12Cc3cnn(-c4ccc(F)cc4)c3C=C1CCN(S(=O)(=O)c1cncc(Br)c1)C2. Reaction SMILES: [Br:31][c:32]1[cH:33][c:34]([S:38](=[O:39])(=[O:40])[Cl:41])[cH:35][n:36][cH:37]1.[C:1]([O:2][C:3](=[O:4])[N:8]1[CH2:9][C:10]2([CH2:28][O:29][CH3:30])[CH2:11][c:12]3[c:13]([n:18](-[c:21]4[cH:22][cH:23][c:24]([F:27])[cH:25][cH:26]4)[n:19][cH:20]3)[CH:14]=[C:15]2[CH2:16][CH2:17]1)([CH3:5])([CH3:6])[CH3:7]>>[N:8]1([S:38]([c:34]2[cH:33][c:32]([Br:31])[cH:37][n:36][cH:35]2)(=[O:39])=[O:40])[CH2:9][C:10]2([CH2:28][O:29][CH3:30])[CH2:11][c:12]3[c:13]([n:18](-[c:21]4[cH:22][cH:23][c:24]([F:27])[cH:25][cH:26]4)[n:19][cH:20]3)[CH:14]=[C:15]2[CH2:16][CH2:17]1.